Dataset: the Open Reaction Database (ORD), a public repository of structured organic reaction records. Task: describe an organic reaction: reactants, conditions, products, and yield As a reaction SMILES: C(N(CC)C(=O)C1C(=CC=CC=1)O)C.[O-]P([O-])([O-])=O.[K+].[K+].[K+].Br[C:24]1[CH:25]=[C:26]([CH3:31])[CH:27]=[C:28]([CH3:30])[CH:29]=1.[CH3:32][C@@H:33]([NH2:40])[C:34]1[CH:39]=[CH:38][CH:37]=[CH:36][CH:35]=1.[OH-].[NH4+].CCCCCCCCCCCC>O.C(OCC)(=O)C.CN(C=O)C>[CH3:30][C:28]1[CH:29]=[C:24]([NH:40][C@H:33]([CH3:32])[C:34]2[CH:39]=[CH:38][CH:37]=[CH:36][CH:35]=2)[CH:25]=[C:26]([CH3:31])[CH:27]=1 |f:1.2.3.4,7.8|. Product: CC=1C=C(C=C(C1)C)N[C@@H](C1=CC=CC=C1)C ((R)-N-(3,5-dimethylphenyl)-α-methylbenzylamine). Procedure: CuOAc (6 mg, 0.05 mmol), N,N-diethylsalicylamide (39 mg, 0.20 mmol) and K3PO4 (425 mg, 2.0 mmol) were put into a screw-capped test tube with a Teflon-lined septum. The tube was then evacuated and backfilled with argon (3 cycles). 5-Bromo-m-xylene (136 μL, 1.0 mmol), (R)-α-methylbenzylamine (193 μL, 1.5 mmol) and DMF (0.5 mL) were added by syringes. The reaction mixture was stirred at 100° C. for 30 h. The reaction mixture was allowed to reach room temperature. Ethyl acetate (˜2 mL), water (˜10 m... Starting materials: CuOAc, C(C)N(C(C=1C(O)=CC=CC1)=O)CC (N,N-diethylsalicylamide), [O-]P(=O)([O-])[O-].[K+].[K+].[K+] (K3PO4), Teflon, BrC=1C=C(C=C(C1)C)C (5-Bromo-m-xylene), C[C@H](C1=CC=CC=C1)N ((R)-α-methylbenzylamine), [OH-].[NH4+] (ammonium hydroxide), CCCCCCCCCCCC (dodecane). Isolated yield 71.0%. Solvent: CN(C)C=O (DMF), O (water), C(C)(=O)OCC (Ethyl acetate). Conditions: temperature 100 celsius, time 30 hour. Reactants: ClC=1C(=C2C(=C(C(NC2=C(C1)C(F)(F)F)=O)C(=O)C1CC1)C)OS(=O)(=O)O (6-Chloro-3-cyclopropanecarbonyl-4-methylsulfoxy-8-trifluormethyl-2-quinolinone), C(C#C)N (propargylamine). Yields the product ClC=1C=C2C(=C(C(NC2=C(C1)C(F)(F)F)=O)C(=O)C1CC1)NCC#C (6-Chloro-3-cyclopropanecarbonyl-4-propargylamino-8-trifluormethyl-2-quinolinone). Yield: 71.9%. Reaction SMILES: [Cl:1][C:2]1[C:3](OS(O)(=O)=O)=[C:4]2[C:9](=[C:10]([C:12]([F:15])([F:14])[F:13])[CH:11]=1)[NH:8][C:7](=[O:16])[C:6]([C:17]([CH:19]1[CH2:21][CH2:20]1)=[O:18])=[C:5]2C.[CH2:28]([NH2:31])[C:29]#[CH:30]>>[Cl:1][C:2]1[CH:3]=[C:4]2[C:9](=[C:10]([C:12]([F:13])([F:14])[F:15])[CH:11]=1)[NH:8][C:7](=[O:16])[C:6]([C:17]([CH:19]1[CH2:20][CH2:21]1)=[O:18])=[C:5]2[NH:31][CH2:28][C:29]#[CH:30]. Procedure: 6-Chloro-3-cyclopropanecarbonyl-4-methylsulfoxy-8-trifluormethyl-2-quinolinone (377 mg, 1 mmol) and propargylamine (55 mg, 1 mmol) were used and the reaction was carried out as in the above process of example 1 to obtain the desired product (265 mg, yield: 72%). The reactants are Cl.ClC1=CC=C(CN(N)C2=CC=C(C=C2)OC)C=C1 (1-(4-chlorobenzyl)-1-(4-methoxyphenyl)hydrazine hydrochloride), CCOC(=O)CC1CCCCC1=O (ethyl 2-cyclohexanone acetate). The product is ClC1=CC=C(CN2C3=CC=C(C=C3C=3CCCC(C23)CC(=O)OCC)OC)C=C1 (Ethyl 9-p-chlorobenzyl-6-methoxy-1,2,3,4-tetrahydrocarbazol-1-yl-acetate). RXN SMILES: Cl.[Cl:2][C:3]1[CH:19]=[CH:18][C:6]([CH2:7][N:8]([C:10]2[CH:15]=[CH:14][C:13]([O:16][CH3:17])=[CH:12][CH:11]=2)N)=[CH:5][CH:4]=1.[CH3:20][CH2:21][O:22][C:23]([CH2:25][CH:26]1[C:31](=O)[CH2:30][CH2:29][CH2:28][CH2:27]1)=[O:24]>>[Cl:2][C:3]1[CH:19]=[CH:18][C:6]([CH2:7][N:8]2[C:27]3[CH:26]([CH2:25][C:23]([O:22][CH2:21][CH3:20])=[O:24])[CH2:31][CH2:30][CH2:29][C:28]=3[C:15]3[C:10]2=[CH:11][CH:12]=[C:13]([O:16][CH3:17])[CH:14]=3)=[CH:5][CH:4]=1 |f:0.1|. Procedure: Following the procedure of Example 1, but using 1-(4-chlorobenzyl)-1-(4-methoxyphenyl)hydrazine hydrochloride and ethyl 2-cyclohexanone acetate as starting materials, the title compound is prepared. Starting materials: B(OC1=CC(=C(C=C1)CC)CC)([O-])[O-] (3,4-diethylphenyl borate), BrC=1C=CC2=C(C=C(CCN2C)C(=O)NC2=CC=C(C=C2)CN(C2CCOCC2)C)C1 (7-bromo-1-methyl-N-[4-[[N-methyl-N-(tetrahydro-2H-pyran-4-yl)amino]methyl]phenyl]-2,3-dihydro-1H-1-benzazepine-4-carboxamide), C([O-])([O-])=O.[K+].[K+] (potassium carbonate). Reagents/catalysts: C=1C=CC(=CC1)[P](C=2C=CC=CC2)(C=3C=CC=CC3)[Pd]([P](C=4C=CC=CC4)(C=5C=CC=CC5)C=6C=CC=CC6)([P](C=7C=CC=CC7)(C=8C=CC=CC8)C=9C=CC=CC9)[P](C=1C=CC=CC1)(C=1C=CC=CC1)C=1C=CC=CC1 (tetrakistriphenylphosphinepalladium). The solvent is O.C(C)O.C1(=CC=CC=C1)C (water ethanol toluene), C(C)(=O)OCC (ethyl acetate). Reaction conditions: time 30 minute. Yields the product C(C)C=1C=C(C=CC1CC)C=1C=CC2=C(C=C(CCN2C)C(=O)NC2=CC=C(C=C2)CN(C2CCOCC2)C)C1 (7-(3,4-diethylphenyl)-1-methyl-N-[4-[[N-methyl-N-(tetrahydro-2H-pyran-4-yl)amino]methyl]phenyl]-2,3-dihydro-1H-1-benzazepine-4-carboxamide). The yield is 58.4%. As a reaction SMILES: B([O-])([O-])O[C:3]1[CH:8]=[CH:7][C:6]([CH2:9][CH3:10])=[C:5]([CH2:11][CH3:12])[CH:4]=1.Br[C:16]1[CH:17]=[CH:18][C:19]2[N:25]([CH3:26])[CH2:24][CH2:23][C:22]([C:27]([NH:29][C:30]3[CH:35]=[CH:34][C:33]([CH2:36][N:37]([CH3:44])[CH:38]4[CH2:43][CH2:42][O:41][CH2:40][CH2:39]4)=[CH:32][CH:31]=3)=[O:28])=[CH:21][C:20]=2[CH:45]=1.C(=O)([O-])[O-].[K+].[K+]>O.C(O)C.C1(C)C=CC=CC=1.C(OCC)(=O)C.C1C=CC([P]([Pd]([P](C2C=CC=CC=2)(C2C=CC=CC=2)C2C=CC=CC=2)([P](C2C=CC=CC=2)(C2C=CC=CC=2)C2C=CC=CC=2)[P](C2C=CC=CC=2)(C2C=CC=CC=2)C2C=CC=CC=2)(C2C=CC=CC=2)C2C=CC=CC=2)=CC=1>[CH2:11]([C:5]1[CH:4]=[C:3]([C:16]2[CH:17]=[CH:18][C:19]3[N:25]([CH3:26])[CH2:24][CH2:23][C:22]([C:27]([NH:29][C:30]4[CH:31]=[CH:32][C:33]([CH2:36][N:37]([CH3:44])[CH:38]5[CH2:43][CH2:42][O:41][CH2:40][CH2:39]5)=[CH:34][CH:35]=4)=[O:28])=[CH:21][C:20]=3[CH:45]=2)[CH:8]=[CH:7][C:6]=1[CH2:9][CH3:10])[CH3:12] |f:2.3.4,5.6.7,^1:72,74,93,112|. Reported procedure: In a mixture of water:ethanol:toluene (1:1:10, v/v, 18.0 ml) were dissolved 3,4-diethylphenyl borate (264 mg) and 7-bromo-1-methyl-N-[4-[[N-methyl-N-(tetrahydro-2H-pyran-4-yl)amino]methyl]phenyl]-2,3-dihydro-1H-1-benzazepine-4-carboxamide (406 mg), and to the solution was added potassium carbonate (162 mg). The mixture was stirred under argon atmosphere at room temperature for 30 minutes, and to the mixture was added tetrakistriphenylphosphinepalladium (39 mg). The mixture was refluxed under arg... As a reaction SMILES: [CH2:1]([c:2]1[cH:3][cH:4][cH:5][cH:6][cH:7]1)[N:8]1[CH2:9][CH:10]([NH:13][c:14]2[cH:15][cH:16][c:17]([CH:20]=[CH:21][C:22](=[O:23])[O:24][CH2:25][CH3:26])[cH:18][n:19]2)[CH2:11][CH2:12]1.[CH3:29][OH:30].[Na+:28].[OH-:27]>>[CH2:1]([c:2]1[cH:3][cH:4][cH:5][cH:6][cH:7]1)[N:8]1[CH2:9][CH:10]([NH:13][c:14]2[cH:15][cH:16][c:17]([CH:20]=[CH:21][C:22](=[O:23])[OH:24])[cH:18][n:19]2)[CH2:11][CH2:12]1. Reactants: CCOC(=O)C=Cc1ccc(NC2CCN(Cc3ccccc3)C2)nc1, CO, [Na+], [OH-]. Yields the product O=C(O)C=Cc1ccc(NC2CCN(Cc3ccccc3)C2)nc1. The reactants are CCOC(=O)C(=CCCc1ccccc1)CCCc1ccccc1, ClCCl, CO, [H][H]. Yields the product CCOC(=O)C(CCCc1ccccc1)CCCc1ccccc1. RXN SMILES: [CH2:1]([CH3:2])[O:3][C:4]([C:5](=[CH:6][CH2:7][CH2:8][c:9]1[cH:10][cH:11][cH:12][cH:13][cH:14]1)[CH2:15][CH2:16][CH2:17][c:18]1[cH:19][cH:20][cH:21][cH:22][cH:23]1)=[O:24].[CH2:29]([Cl:30])[Cl:31].[CH3:27][OH:28].[H:25][H:26]>>[CH2:1]([CH3:2])[O:3][C:4]([CH:5]([CH2:6][CH2:7][CH2:8][c:9]1[cH:10][cH:11][cH:12][cH:13][cH:14]1)[CH2:15][CH2:16][CH2:17][c:18]1[cH:19][cH:20][cH:21][cH:22][cH:23]1)=[O:24]. Reactants: [BH4-].[Na+] (NaBH4), C(C)(=O)N1CCN(CC1)C1CCN(CC1)C1=CC(=C(C=C1)[N+](=O)[O-])OC (1-acetyl-4-{1-[3-(methyloxy)-4-nitrophenyl]-4-piperidinyl}piperazine), CO (MeOH). Reagents/catalysts: O.O.O.O.O.O.[Ni](Cl)Cl (nickel(II)chloride hexahydrate). Solvent: C1CCOC1 (THF). Conditions: time 16 hour. The product is C(C)(=O)N1CCN(CC1)C1CCN(CC1)C1=CC(=C(N)C=C1)OC (4-[4-(4-acetyl-1-piperazinyl)-1-piperidinyl]-2-(methyloxy)aniline). The yield is 74.7%. As a reaction SMILES: [BH4-].[Na+].[C:3]([N:6]1[CH2:11][CH2:10][N:9]([CH:12]2[CH2:17][CH2:16][N:15]([C:18]3[CH:23]=[CH:22][C:21]([N+:24]([O-])=O)=[C:20]([O:27][CH3:28])[CH:19]=3)[CH2:14][CH2:13]2)[CH2:8][CH2:7]1)(=[O:5])[CH3:4].CO>O.O.O.O.O.O.[Ni](Cl)Cl.C1COCC1>[C:3]([N:6]1[CH2:7][CH2:8][N:9]([CH:12]2[CH2:17][CH2:16][N:15]([C:18]3[CH:23]=[CH:22][C:21]([NH2:24])=[C:20]([O:27][CH3:28])[CH:19]=3)[CH2:14][CH2:13]2)[CH2:10][CH2:11]1)(=[O:5])[CH3:4] |f:0.1,4.5.6.7.8.9.10|. Procedure details: NaBH4 (0.190 g, 5.06 mmol) was added carefully in portions (exothermic) to a suspension of 1-acetyl-4-{1-[3-(methyloxy)-4-nitrophenyl]-4-piperidinyl}piperazine (0.52 g, 1.45 mmol), nickel(II)chloride hexahydrate (0.170 g, 0.72 mmol), MeOH (8 mL) and THF (4 mL) at 0° C. The ice bath was removed and the reaction mixture was stirred at rt overnight (˜16 h). The solvent was evaporated and the residue was suspended in DCM and filtered through celite. Flash chromatography afforded the title compound o...